From a dataset of the Open Reaction Database (ORD), a public repository of structured organic reaction records. describe an organic reaction: reactants, conditions, products, and yield Reactants: C1(=CC=CC=C1)C(=[N+]=[N-])C1=CC=CC=C1 (diphenyldiazomethane), OCCCCCCCCCCCC(=O)O (12-hydroxydodecanoic acid), C(C)(=O)O (acetic acid), C1(=CC=CC=C1)C(=[N+]=[N-])C1=CC=CC=C1 (diphenyldiazomethane). The solvent is C(C)(=O)OCC (ethyl acetate), O (water). Yield: 68.1%. Reaction conditions: time 8 hour. Procedure: 4.32 g of 12-hydroxydodecanoic acid were dissolved in 200 ml of ethyl acetate and 30 ml of water, and 5.5 g of diphenyldiazomethane were added to the resulting solution, which was then stirred at room temperature overnight. At the end of this time, about 10 ml of acetic acid was added to the resulting mixture to decompose the excess diphenyldiazomethane, after which the mixture was washed with 100 ml of water and the organic layer was separated. The organic layer was then washed twice, each time... Yields the product OCCCCCCCCCCCC(=O)OC(C1=CC=CC=C1)C1=CC=CC=C1 (benzhydryl 12-hydroxydodecanoate). As a reaction SMILES: [OH:1][CH2:2][CH2:3][CH2:4][CH2:5][CH2:6][CH2:7][CH2:8][CH2:9][CH2:10][CH2:11][CH2:12][C:13]([OH:15])=[O:14].[C:16]1([C:22]([C:25]2[CH:30]=[CH:29][CH:28]=[CH:27][CH:26]=2)=[N+]=[N-])[CH:21]=[CH:20][CH:19]=[CH:18][CH:17]=1.C(O)(=O)C>C(OCC)(=O)C.O>[OH:1][CH2:2][CH2:3][CH2:4][CH2:5][CH2:6][CH2:7][CH2:8][CH2:9][CH2:10][CH2:11][CH2:12][C:13]([O:15][CH:22]([C:16]1[CH:21]=[CH:20][CH:19]=[CH:18][CH:17]=1)[C:25]1[CH:30]=[CH:29][CH:28]=[CH:27][CH:26]=1)=[O:14].